describe an organic reaction: reactants, conditions, products, and yield From a dataset of the Open Reaction Database (ORD), a public repository of structured organic reaction records. The reactants are C(C=C)(=O)N (acrylamide), C(=C)N(C([O-])=O)C(C)(C)C (N-vinyl-t-butylcarbamate), N(=NC(C#N)(C)C)C(C#N)(C)C (2,2'-azobis-[2-methylpropionitrile]). Solvent: C1=CC=CC=C1 (benzene). Product: C(C=C)(=O)N.C(=C)N(C([O-])=O)C(C)(C)C (acrylamide N-vinyl-t-butylcarbamate). RXN SMILES: [C:1]([NH2:5])(=[O:4])[CH:2]=[CH2:3].[CH:6]([N:8]([C:12]([CH3:15])([CH3:14])[CH3:13])[C:9](=[O:11])[O-:10])=[CH2:7].N(C(C)(C)C#N)=NC(C)(C)C#N>C1C=CC=CC=1>[C:1]([NH2:5])(=[O:4])[CH:2]=[CH2:3].[CH:6]([N:8]([C:12]([CH3:15])([CH3:14])[CH3:13])[C:9](=[O:10])[O-:11])=[CH2:7] |f:4.5|. Procedure: 3.56 g of acrylamide and 7.15 g of N-vinyl-t-butylcarbamate were dissolved in 90 mls of benzene. 0.01 g of 2,2'-azobis-[2-methylpropionitrile] was added and the solution was polymerized under N2 in a sealed tube for 24 hours. The resultant viscous liquid was precipitated in acetone and the precipitate was separated and dried under vacuum at 50° C. Reactants: O[Li].O (LiOH.H2O), COC(CC1=C(CCC2=NC(=NC=C2C)NC=2C=NN(C2)C2CCN(CC2)C(=O)OC(C)(C)C)C=CC=C1)=O (tert-butyl 4-(4-((4-(2-(2-methoxy-2-oxoethyl)phenethyl)-5-methylpyrimidin-2-yl)amino)-1H-pyrazol-1-yl)piperidine-1-carboxylate). The solvent is O (H2O), C1CCOC1 (THF). Run at temperature 40 celsius. The product is C(C)(C)(C)OC(=O)N1CCC(CC1)N1N=CC(=C1)NC1=NC=C(C(=N1)CCC1=C(C=CC=C1)CC(=O)O)C (2-(2-(2-(2-((1-(1-(tert-Butoxycarbonyl)piperidin-4-yl)-1H-pyrazol-4-yl)amino)-5-methylpyrimidin-4-yl)ethyl)phenyl)acetic acid), solid. Isolated yield 91.0%. As a reaction SMILES: O[Li].O.C[O:5][C:6](=[O:42])[CH2:7][C:8]1[CH:41]=[CH:40][CH:39]=[CH:38][C:9]=1[CH2:10][CH2:11][C:12]1[C:17]([CH3:18])=[CH:16][N:15]=[C:14]([NH:19][C:20]2[CH:21]=[N:22][N:23]([CH:25]3[CH2:30][CH2:29][N:28]([C:31]([O:33][C:34]([CH3:37])([CH3:36])[CH3:35])=[O:32])[CH2:27][CH2:26]3)[CH:24]=2)[N:13]=1>O.C1COCC1>[C:34]([O:33][C:31]([N:28]1[CH2:29][CH2:30][CH:25]([N:23]2[CH:24]=[C:20]([NH:19][C:14]3[N:13]=[C:12]([CH2:11][CH2:10][C:9]4[CH:38]=[CH:39][CH:40]=[CH:41][C:8]=4[CH2:7][C:6]([OH:42])=[O:5])[C:17]([CH3:18])=[CH:16][N:15]=3)[CH:21]=[N:22]2)[CH2:26][CH2:27]1)=[O:32])([CH3:37])([CH3:36])[CH3:35] |f:0.1|. Procedure: LiOH.H2O (0.302 g, 7.20 mmol) was added to a solution of tert-butyl 4-(4-((4-(2-(2-methoxy-2-oxoethyl)phenethyl)-5-methylpyrimidin-2-yl)amino)-1H-pyrazol-1-yl)piperidine-1-carboxylate (A126) (0.077 g, 0.14 mmol) in H2O (1 mL) and THF (10 mL) and the resulting mixture was heated to 40° C. for 18 hours. The volatiles were removed in vacuo and the residue was diluted with EtOAc (100 mL), washed with aqueous 2 M HCl (50 mL), water (100 mL), brine (50 mL) and dried over MgSO4. The volatiles were remo...